From a dataset of the Open Reaction Database (ORD), a public repository of structured organic reaction records. describe an organic reaction: reactants, conditions, products, and yield Starting materials: C=Cc1cc(OC)ccc1CBr, CCCC(=O)N1C(=O)OC(c2ccccc2)C1C, C1CCOC1, [Li]CCCC, CC1NC(=O)OC1c1ccccc1, CC(C)NC(C)C. The product is C=Cc1cc(OC)ccc1CC(CC)C(=O)N1C(=O)OC(c2ccccc2)C1C. Reaction SMILES: [Br:44][CH2:45][c:46]1[c:47]([CH:54]=[CH2:55])[cH:48][c:49]([O:52][CH3:53])[cH:50][cH:51]1.[C:13]([CH2:14][CH2:15][CH3:16])(=[O:17])[N:18]1[C:19](=[O:30])[O:20][CH:21]([c:24]2[cH:25][cH:26][cH:27][cH:28][cH:29]2)[CH:22]1[CH3:23].[CH2:56]1[O:57][CH2:58][CH2:59][CH2:60]1.[CH3:1][CH2:2][CH2:3][CH2:4][Li:5].[CH3:31][CH:32]1[CH:33]([c:34]2[cH:35][cH:36][cH:37][cH:38][cH:39]2)[O:40][C:41](=[O:42])[NH:43]1.[CH:6]([NH:7][CH:8]([CH3:9])[CH3:10])([CH3:11])[CH3:12]>>[C:13]([CH:14]([CH2:15][CH3:16])[CH2:45][c:46]1[c:47]([CH:54]=[CH2:55])[cH:48][c:49]([O:52][CH3:53])[cH:50][cH:51]1)(=[O:17])[N:18]1[C:19](=[O:30])[O:20][CH:21]([c:24]2[cH:25][cH:26][cH:27][cH:28][cH:29]2)[CH:22]1[CH3:23]. Reactants: C(C)C1=C(C=C(C=C1)OC)C1=C(C=C(C=C1)C(CC)=O)CCC (1-(2′-ethyl-5′-methoxy-2-propylbiphenyl-4-yl)propan-1-one), Cl.N1=CC=CC=C1 (pyridine hydrochloride). The solvent is O (water). Run at temperature 30 celsius. The product is C(C)C1=C(C=C(C=C1)O)C1=C(C=C(C=C1)C(CC)=O)CCC (1-(2′-ethyl-5′-hydroxy-2-propylbiphenyl-4-yl)propan-1-one). As a reaction SMILES: [CH2:1]([C:3]1[CH:8]=[CH:7][C:6]([O:9]C)=[CH:5][C:4]=1[C:11]1[CH:16]=[CH:15][C:14]([C:17](=[O:20])[CH2:18][CH3:19])=[CH:13][C:12]=1[CH2:21][CH2:22][CH3:23])[CH3:2].Cl.N1C=CC=CC=1>O>[CH2:1]([C:3]1[CH:8]=[CH:7][C:6]([OH:9])=[CH:5][C:4]=1[C:11]1[CH:16]=[CH:15][C:14]([C:17](=[O:20])[CH2:18][CH3:19])=[CH:13][C:12]=1[CH2:21][CH2:22][CH3:23])[CH3:2] |f:1.2|. Procedure: 413 g (1.33 mol) of 1-(2′-ethyl-5′-methoxy-2-propylbiphenyl-4-yl)propan-1-one and 768 g (6.64 mol) of pyridine hydrochloride are placed in a round-bottomed flask. The mixture is heated at 160°-170° C. for 4 hours with stirring. The reaction medium is allowed to return to 100°-110° C. and 800 ml of water are added. The mixture is cooled to 30° C. and extracted with 1.6 liters of ethyl acetate. After separating by settling, the aqueous phase is extracted with 600 ml of ethyl acetate. The organic p... Starting materials: C(C)(=O)NC(C(=O)OCC)(C(=O)OCC)CC1=CC(=C(C=C1)C(C)=O)[N+](=O)[O-] (Diethyl 2-acetamido-2-(4-acetyl-3-nitrobenzyl)malonate). The solvent is Cl (HCl). Reaction conditions: temperature 100 celsius. Product: C(C)(=O)C1=C(C=C(C=C1)CC(C(=O)O)N)[N+](=O)[O-] (3-(4-acetyl-3-nitrophenyl)-2-aminopropanoic acid). Reaction SMILES: C([NH:4][C:5]([CH2:16][C:17]1[CH:22]=[CH:21][C:20]([C:23](=[O:25])[CH3:24])=[C:19]([N+:26]([O-:28])=[O:27])[CH:18]=1)(C(OCC)=O)[C:6]([O:8]CC)=[O:7])(=O)C>Cl>[C:23]([C:20]1[CH:21]=[CH:22][C:17]([CH2:16][CH:5]([NH2:4])[C:6]([OH:8])=[O:7])=[CH:18][C:19]=1[N+:26]([O-:28])=[O:27])(=[O:25])[CH3:24]. Reported procedure: Diethyl 2-acetamido-2-(4-acetyl-3-nitrobenzyl)malonate (2.0 g) was dissolved in 10 mL 37% HCl, heated at 100° C. overnight, and cooled down. The resulting solid was collect by filtration, affording 3-(4-acetyl-3-nitrophenyl)-2-aminopropanoic acid. 1H NMR (400 MHz, D2O): δ 8.01(s, 1H), 7.53 (d, J=7.6 Hz, 1H), 7.50 (d, J=7.6 Hz, 1H), 4.07 (m, 1H), 3.20-3.34 (m, 2H), 2.52 (s, 3H); 13C NMR: δ 201.39, 170.78, 174.89, 140.02, 137.84, 136.28, 129.59, 126.46, 54.46, 36.56, 30.01; ESI-MS (m/z) 253.22 (MH... The reactants are Cc1noc(C)c1S(=O)(=O)N(Cc1ccc(-c2ncccn2)cc1)Cc1cccc(OCC(=O)OC(C)(C)C)c1, Cl, O=C(O)C(F)(F)F, C1COCCO1. Product: Cl, Cc1noc(C)c1S(=O)(=O)N(Cc1ccc(-c2ncccn2)cc1)Cc1cccc(OCC(=O)O)c1. As a reaction SMILES: [C:1]([CH3:2])([CH3:3])([CH3:4])[O:5][C:6]([CH2:7][O:8][c:9]1[cH:10][c:11]([CH2:15][N:16]([CH2:17][c:18]2[cH:19][cH:20][c:21](-[c:24]3[n:25][cH:26][cH:27][cH:28][n:29]3)[cH:22][cH:23]2)[S:30](=[O:31])(=[O:32])[c:33]2[c:34]([CH3:39])[n:35][o:36][c:37]2[CH3:38])[cH:12][cH:13][cH:14]1)=[O:40].[ClH:48].[F:41][C:42]([F:43])([F:44])[C:45]([OH:46])=[O:47].[O:49]1[CH2:50][CH2:51][O:52][CH2:53][CH2:54]1>>[ClH:48].[O:5]=[C:6]([CH2:7][O:8][c:9]1[cH:10][c:11]([CH2:15][N:16]([CH2:17][c:18]2[cH:19][cH:20][c:21](-[c:24]3[n:25][cH:26][cH:27][cH:28][n:29]3)[cH:22][cH:23]2)[S:30](=[O:31])(=[O:32])[c:33]2[c:34]([CH3:39])[n:35][o:36][c:37]2[CH3:38])[cH:12][cH:13][cH:14]1)[OH:40]. Starting materials: O=C([O-])[O-], ClC(Cl)Cl, S=C(Cl)Cl, CCN(CC)c1c(Cl)cc(N)cc1Cl, [K+], [K+], O. Product: CCN(CC)c1c(Cl)cc(N=C=S)cc1Cl. As a reaction SMILES: [C:19](=[O:20])([O-:21])[O-:22].[CH:26]([Cl:27])([Cl:28])[Cl:29].[Cl:15][C:16]([Cl:17])=[S:18].[Cl:1][c:2]1[cH:3][c:4]([NH2:5])[cH:6][c:7]([Cl:14])[c:8]1[N:9]([CH2:10][CH3:11])[CH2:12][CH3:13].[K+:23].[K+:24].[OH2:25]>>[Cl:1][c:2]1[cH:3][c:4]([N:5]=[C:16]=[S:18])[cH:6][c:7]([Cl:14])[c:8]1[N:9]([CH2:10][CH3:11])[CH2:12][CH3:13].